Dataset: the Open Reaction Database (ORD), a public repository of structured organic reaction records. Task: describe an organic reaction: reactants, conditions, products, and yield Reactants: BrCc1ccccc1, C1CCOC1, C=C(C)C1(CC(C)C)CCN(CC(=O)OCC)C1=O, CC(C)[N-]C(C)C, [Li+]. The product is C=C(C)C1(CC(C)C)CCN(C(Cc2ccccc2)C(=O)OCC)C1=O. Reaction SMILES: [Br:28][CH2:29][c:30]1[cH:31][cH:32][cH:33][cH:34][cH:35]1.[CH2:36]1[O:37][CH2:38][CH2:39][CH2:40]1.[CH3:1][CH:2]([CH2:3][C:4]1([C:16](=[CH2:17])[CH3:18])[C:5](=[O:15])[N:6]([CH2:9][C:10](=[O:11])[O:12][CH2:13][CH3:14])[CH2:7][CH2:8]1)[CH3:19].[CH3:21][CH:22]([N-:23][CH:24]([CH3:25])[CH3:26])[CH3:27].[Li+:20]>>[CH3:1][CH:2]([CH2:3][C:4]1([C:16](=[CH2:17])[CH3:18])[C:5](=[O:15])[N:6]([CH:9]([C:10](=[O:11])[O:12][CH2:13][CH3:14])[CH2:29][c:30]2[cH:31][cH:32][cH:33][cH:34][cH:35]2)[CH2:7][CH2:8]1)[CH3:19]. The reactants are O=C([O-])C(O)C(O)C(=O)[O-], C1CCOC1, CC(C)C[AlH]CC(C)C, CO, [K+], [Na+], CCOC(=O)c1ccc(C2CCC3(CC2)OCCO3)cc1. Yields the product OCc1ccc(C2CCC3(CC2)OCCO3)cc1. Reaction SMILES: [C:38]([CH:39]([CH:40]([C:41]([O-:42])=[O:43])[OH:44])[OH:45])([O-:46])=[O:47].[CH2:33]1[O:34][CH2:35][CH2:36][CH2:37]1.[CH3:22][CH:23]([CH2:24][AlH:25][CH2:26][CH:27]([CH3:28])[CH3:29])[CH3:30].[CH3:31][OH:32].[K+:48].[Na+:49].[O:1]1[CH2:2][CH2:3][O:4][C:5]12[CH2:6][CH2:7][CH:8]([c:11]1[cH:12][cH:13][c:14]([C:15](=[O:16])[O:17][CH2:18][CH3:19])[cH:20][cH:21]1)[CH2:9][CH2:10]2>>[O:1]1[CH2:2][CH2:3][O:4][C:5]12[CH2:6][CH2:7][CH:8]([c:11]1[cH:12][cH:13][c:14]([CH2:15][OH:16])[cH:20][cH:21]1)[CH2:9][CH2:10]2.